From a dataset of the Open Reaction Database (ORD), a public repository of structured organic reaction records. describe an organic reaction: reactants, conditions, products, and yield The reactants are [Cl-].[Al+3].[Cl-].[Cl-] (aluminum chloride), CN1C(=CC=C1)CC#N (1-methylpyrrole-2-acetonitrile), ClC1(C(=O)Cl)C(C=CC=C1)Cl (1,2-dichlorobenzoylchloride), ClC=1C=C(C(=O)Cl)C=CC1 (m-chlorobenzoylchloride). The solvent is ClCCCl (1,2-dichloroethane). The product is ClC=1C=C(C(=O)C2=CC=C(N2C)CC#N)C=CC1 (5-(m-chlorobenzoyl)-1-methylpyrrole -2-acetonitrile). As a reaction SMILES: [Cl-].[Al+3].[Cl-].[Cl-].ClC1(C=CC=CC1Cl)C(Cl)=O.[Cl:16][C:17]1[CH:18]=[C:19]([CH:23]=[CH:24][CH:25]=1)[C:20](Cl)=[O:21].[CH3:26][N:27]1[CH:31]=[CH:30][CH:29]=[C:28]1[CH2:32][C:33]#[N:34]>ClCCCl>[Cl:16][C:17]1[CH:18]=[C:19]([CH:23]=[CH:24][CH:25]=1)[C:20]([C:31]1[N:27]([CH3:26])[C:28]([CH2:32][C:33]#[N:34])=[CH:29][CH:30]=1)=[O:21] |f:0.1.2.3|. Reported procedure: To a cooled suspension of 16.6 g. (0.12 mole) aluminum chloride in 60 ml. 1,2-dichlorobenzoylchloride is added dropwise 23 g. (0.12 mole) m-chlorobenzoylchloride. The resulting suspension is added dropwise to a cooled solution of 15 g. (0.12 mole) 1-methylpyrrole-2-acetonitrile in 60 ml. 1,2-dichloroethane. The reaction mixture is stirred for about twenty minutes at room temperature and then heated and refluxed for three minutes. The reaction is terminated by pouring the mixture into ice acidifi... Reactants: C(C)O (Ethanol), C(#N)C=1C=C(C(=O)N[C@@H]2[C@@H](C[C@H](CC2)C(=O)N(C)C)NC(=O)C=2SC=3CN(CCC3N2)C)C=CC1 (N-{(1R,2S,5S)-2-[(3-cyanobenzoyl)amino]-5-[(dimethylamino)carbonyl]cyclohexyl}-5-methyl-4,5,6,7-tetrahydrothiazolo[5,4-c]pyridine-2-carboxamide), Cl.NO (hydroxylamine hydrochloride), C(O)([O-])=O.[Na+] (sodium hydrogencarbonate). Run in C(C)N(CC)CC (triethylamine), O1CCCC1 (tetrahydrofuran), C(Cl)Cl (methylene chloride). Product: Cl.NC(C=1C=C(C(=O)N[C@@H]2[C@@H](C[C@H](CC2)C(=O)N(C)C)NC(=O)C=2SC=3CN(CCC3N2)C)C=CC1)=NO (N-{(1R,2S,5S)-2-({3-[amino(hydroxyimino)methyl]benzoyl}amino)-5-[(dimethylamino)carbonyl]cyclohexyl}-5-methyl-4,5,6,7-tetrahydrothiazolo[5,4-c]pyridine-2-carboxamide hydrochloride). Isolated yield 56.8%. RXN SMILES: C(O)C.[C:4]([C:6]1[CH:7]=[C:8]([CH:36]=[CH:37][CH:38]=1)[C:9]([NH:11][C@H:12]1[CH2:17][CH2:16][C@H:15]([C:18]([N:20]([CH3:22])[CH3:21])=[O:19])[CH2:14][C@H:13]1[NH:23][C:24]([C:26]1[S:27][C:28]2[CH2:29][N:30]([CH3:35])[CH2:31][CH2:32][C:33]=2[N:34]=1)=[O:25])=[O:10])#[N:5].[ClH:39].[NH2:40][OH:41].C(=O)([O-])O.[Na+]>C(Cl)Cl.C(N(CC)CC)C.O1CCCC1>[ClH:39].[NH2:5][C:4](=[N:40][OH:41])[C:6]1[CH:7]=[C:8]([CH:36]=[CH:37][CH:38]=1)[C:9]([NH:11][C@H:12]1[CH2:17][CH2:16][C@H:15]([C:18]([N:20]([CH3:21])[CH3:22])=[O:19])[CH2:14][C@H:13]1[NH:23][C:24]([C:26]1[S:27][C:28]2[CH2:29][N:30]([CH3:35])[CH2:31][CH2:32][C:33]=2[N:34]=1)=[O:25])=[O:10] |f:2.3,4.5,9.10|. Procedure: Ethanol (5.0 mL) and tetrahydrofuran (2.0 mL) were added to the compound obtained in Example 367 (270 mg) for dissoltion, and hydroxylamine hydrochloride (114 mg) and triethylamine (230 μL) were added to the solution at room temperature. The mixture was heated under reflux for 3 hours, and saturated aqueous sodium hydrogencarbonate and methylene chloride were added to the reaction mixture to partition the mixture, followed by extracting the formed aqueous layer with methylene chloride. The extra... The reactants are BrN1C(CCC1=O)=O (N-bromosuccinimide), S(=S)(=O)([O-])[O-].[Na+].[Na+] (sodium thiosulfate), O1C(=CC2=C1C=CC=C2)C2=CN=C1N2N=C(C=C1)OCCCSC (3-(1-benzofuran-2-yl)-6-[3-(methylsulfanyl)propoxy]imidazo-[1,2-b]pyridazine), N#CN (cyanamide), [K].C(C)(C)(C)[O-] (potassium tert.-butanolate). The solvent is ClCCl (dichloromethane), O (water), CO (methanol). Conditions: time 1 hour. Product: O1C(=CC2=C1C=CC=C2)C2=CN=C1N2N=C(C=C1)OCCCS(C)=NC#N ([(3-{[3-(1-Benzofuran-2-yl)imidazo[1,2-b]pyridazin-6-yl]oxy}propyl)(methyl)-lambda4-sulfanylidene]cyanamide). Yield: 63.2%. RXN SMILES: [O:1]1[C:5]2[CH:6]=[CH:7][CH:8]=[CH:9][C:4]=2[CH:3]=[C:2]1[C:10]1[N:14]2[N:15]=[C:16]([O:19][CH2:20][CH2:21][CH2:22][S:23][CH3:24])[CH:17]=[CH:18][C:13]2=[N:12][CH:11]=1.[N:25]#[C:26][NH2:27].[K].C([O-])(C)(C)C.BrN1C(=O)CCC1=O.S([O-])([O-])(=O)=S.[Na+].[Na+]>CO.O.ClCCl>[O:1]1[C:5]2[CH:6]=[CH:7][CH:8]=[CH:9][C:4]=2[CH:3]=[C:2]1[C:10]1[N:14]2[N:15]=[C:16]([O:19][CH2:20][CH2:21][CH2:22][S:23](=[N:27][C:26]#[N:25])[CH3:24])[CH:17]=[CH:18][C:13]2=[N:12][CH:11]=1 |f:2.3,5.6.7,^1:27|. Procedure details: 17.1 g (50.4 mmol) 3-(1-benzofuran-2-yl)-6-[3-(methylsulfanyl)propoxy]imidazo-[1,2-b]pyridazine and 2.65 g (63.0 mmol) cyanamide were dissolved in 86 mL methanol. At 20-25° C. 7.35 g (65.5 mmol) potassium-tert.-butanolate were added in portions. 11.7 g (65.5 mmol) N-bromosuccinimide were added in portions and it was stirred one hour at room temperature. 250 mL dichloromethane were added and stirred a couple of minutes. 64 mL 10% sodium thiosulfate solution and 22 mL water were added. The layers ...